Dataset: the Open Reaction Database (ORD), a public repository of structured organic reaction records. Task: describe an organic reaction: reactants, conditions, products, and yield The reactants are Cl.COC=1C=CC2=C(C(CC3(CCNCC3)O2)=O)C1 (3,4-dihydro-6-methoxyspiro-[(2H)-1-benzopyran-2,4'-piperidin]-4-one hydrochloride), ClC1=CC(N(C(N1C)=O)C)=O (6-chloro-1,3-dimethylpyrimidine-2,4-(1H,3H)-dione), C([O-])(O)=O.[Na+] (sodium bicarbonate). Solvent: C(C)#N (acetonitrile). Yields the product COC=1C=CC2=C(C(CC3(CCN(CC3)C3=CC(N(C(N3C)=O)C)=O)O2)=O)C1 (3,4-Dihydro-6-methoxy-1'-[1,3-dimethylpyrimidin-2,4-(1H,3H)-dione-6-yl]spiro[(2H)-1-benzopyran-2,4'-piperidine]-4-one). Yield: 61.0%. RXN SMILES: Cl.[CH3:2][O:3][C:4]1[CH:5]=[CH:6][C:7]2[O:17][C:11]3([CH2:16][CH2:15][NH:14][CH2:13][CH2:12]3)[CH2:10][C:9](=[O:18])[C:8]=2[CH:19]=1.Cl[C:21]1[N:26]([CH3:27])[C:25](=[O:28])[N:24]([CH3:29])[C:23](=[O:30])[CH:22]=1.C(=O)(O)[O-].[Na+]>C(#N)C>[CH3:2][O:3][C:4]1[CH:5]=[CH:6][C:7]2[O:17][C:11]3([CH2:12][CH2:13][N:14]([C:21]4[N:26]([CH3:27])[C:25](=[O:28])[N:24]([CH3:29])[C:23](=[O:30])[CH:22]=4)[CH2:15][CH2:16]3)[CH2:10][C:9](=[O:18])[C:8]=2[CH:19]=1 |f:0.1,3.4|. Reported procedure: A solution of 3,4-dihydro-6-methoxyspiro-[(2H)-1-benzopyran-2,4'-piperidin]-4-one hydrochloride (0.568 g, 2 mmol), 6-chloro-1,3-dimethylpyrimidine-2,4-(1H,3H)-dione (0.349 g, 2 mmol) and sodium bicarbonate (0.42 g, 5 mmol) in acetonitrile was heated at reflux for 42 hours. After cooling, the reaction mixture was concentrated in vacuo to dryness. The residue was partitioned between chloroform and water. The chloroform solution was washed twice with water and once with saturated brine solution and...